This data is from the Open Reaction Database (ORD), a public repository of structured organic reaction records. The task is: describe an organic reaction: reactants, conditions, products, and yield Reactants: CC(C)(C)[Si](C)(C)O[Si](C)(C)C(C)(C)C, CCN(CC)C(=O)c1ccc(C(c2cccc(O)c2)N2CC(C)NCC2C)cc1, N#CCCl, [I-], [Na+], [Na+], [Na+], O=C([O-])[O-], C1CCOC1. Yields the product CCN(CC)C(=O)c1ccc(C(c2cccc(O)c2)N2CC(C)N(CC#N)CC2C)cc1. Reaction SMILES: [C:30]([Si:31]([O:32][Si:33]([CH3:34])([CH3:35])[C:36]([CH3:37])([CH3:38])[CH3:39])([CH3:40])[CH3:41])([CH3:42])([CH3:43])[CH3:44].[CH3:1][CH:2]1[N:3]([CH:9]([c:10]2[cH:11][c:12]([OH:16])[cH:13][cH:14][cH:15]2)[c:17]2[cH:18][cH:19][c:20]([C:21](=[O:22])[N:23]([CH2:24][CH3:25])[CH2:26][CH3:27])[cH:28][cH:29]2)[CH2:4][CH:5]([CH3:8])[NH:6][CH2:7]1.[Cl:45][CH2:46][C:47]#[N:48].[I-:56].[Na+:49].[Na+:50].[Na+:55].[O-:51][C:52](=[O:53])[O-:54].[O:57]1[CH2:58][CH2:59][CH2:60][CH2:61]1>>[CH3:1][CH:2]1[N:3]([CH:9]([c:10]2[cH:11][c:12]([OH:16])[cH:13][cH:14][cH:15]2)[c:17]2[cH:18][cH:19][c:20]([C:21](=[O:22])[N:23]([CH2:24][CH3:25])[CH2:26][CH3:27])[cH:28][cH:29]2)[CH2:4][CH:5]([CH3:8])[N:6]([CH2:46][C:47]#[N:48])[CH2:7]1. The reactants are C([O-])(O)=O.[Na+] (sodium bicarbonate), C(C)(CC)[Li] (sec-Butyllithium), ClC=1C=C(C=CC1)[C@H]1C[C@H](C(N([C@@H]1C1=CC=C(C=C1)Cl)[C@H](CN1S(CCC1)(=O)=O)CC)=O)CC1=NC(=CC=C1)OC ((3S,5R,6S)-5-(3-chlorophenyl)-6-(4-chlorophenyl)-1-((S)-1-(1,1-dioxidoisothiazolidin-2-yl)butan-2-yl)-3-((6-methoxypyridin-2-yl)methyl)piperidin-2-one), IC (iodomethane). Run in C1CCOC1 (THF). Product: ClC=1C=C(C=CC1)[C@H]1C[C@@](C(N([C@@H]1C1=CC=C(C=C1)Cl)[C@H](CN1S(CCC1)(=O)=O)CC)=O)(C)CC1=NC(=CC=C1)OC ((3S,5R,6S)-5-(3-Chlorophenyl)-6-(4-chlorophenyl)-1-((S)-1-(1,1-dioxidoisothiazolidin-2-yl)butan-2-yl)-3-((6-methoxypyridin-2-yl)methyl)-3-methylpiperidin-2-one). RXN SMILES: [CH:1]([Li])(CC)C.[Cl:6][C:7]1[CH:8]=[C:9]([C@@H:13]2[C@@H:18]([C:19]3[CH:24]=[CH:23][C:22]([Cl:25])=[CH:21][CH:20]=3)[N:17]([C@@H:26]([CH2:35][CH3:36])[CH2:27][N:28]3[CH2:32][CH2:31][CH2:30][S:29]3(=[O:34])=[O:33])[C:16](=[O:37])[C@H:15]([CH2:38][C:39]3[CH:44]=[CH:43][CH:42]=[C:41]([O:45][CH3:46])[N:40]=3)[CH2:14]2)[CH:10]=[CH:11][CH:12]=1.IC.C(=O)(O)[O-].[Na+]>C1COCC1>[Cl:6][C:7]1[CH:8]=[C:9]([C@@H:13]2[C@@H:18]([C:19]3[CH:20]=[CH:21][C:22]([Cl:25])=[CH:23][CH:24]=3)[N:17]([C@@H:26]([CH2:35][CH3:36])[CH2:27][N:28]3[CH2:32][CH2:31][CH2:30][S:29]3(=[O:34])=[O:33])[C:16](=[O:37])[C@@:15]([CH2:38][C:39]3[CH:44]=[CH:43][CH:42]=[C:41]([O:45][CH3:46])[N:40]=3)([CH3:1])[CH2:14]2)[CH:10]=[CH:11][CH:12]=1 |f:3.4|. Reported procedure: sec-Butyllithium (1.4 M in cyclohexane, 0.59 ml, 0.824 mmol) was added to a solution of (3S,5R,6S)-5-(3-chlorophenyl)-6-(4-chlorophenyl)-1-((S)-1-(1,1-dioxidoisothiazolidin-2-yl)butan-2-yl)-3-((6-methoxypyridin-2-yl)methyl)piperidin-2-one (Example 420, Step C, 0.484 g, 0.785 mmol) in THF (3.92 ml) at −78° C. After 15 minutes iodomethane (0.098 ml, 1.57 mmol) was added and the reaction was allowed to warm to room temperature. The reaction contents were poured into saturated sodium bicarbonate (20... Reactants: Cc1cc2c(O)cccc2n1Cc1ccccc1, COC(=O)C(Br)c1ccccc1, CN(C)C=O, CCOC(C)=O, [H-], [Na+]. Product: COC(=O)C(Oc1cccc2c1cc(C)n2Cc1ccccc1)c1ccccc1. RXN SMILES: [CH2:1]([c:2]1[cH:3][cH:4][cH:5][cH:6][cH:7]1)[n:8]1[c:9]([CH3:18])[cH:10][c:11]2[c:12]([OH:17])[cH:13][cH:14][cH:15][c:16]12.[CH3:21][O:22][C:23]([CH:24]([c:25]1[cH:26][cH:27][cH:28][cH:29][cH:30]1)[Br:31])=[O:32].[CH3:33][N:34]([CH3:35])[CH:36]=[O:37].[CH3:38][CH2:39][O:40][C:41](=[O:42])[CH3:43].[H-:19].[Na+:20]>>[CH2:1]([c:2]1[cH:3][cH:4][cH:5][cH:6][cH:7]1)[n:8]1[c:9]([CH3:18])[cH:10][c:11]2[c:12]([O:17][CH:24]([C:23]([O:22][CH3:21])=[O:32])[c:25]3[cH:26][cH:27][cH:28][cH:29][cH:30]3)[cH:13][cH:14][cH:15][c:16]12. Starting materials: CCOCC, Fc1ccc(CC2CCNCC2)cc1, O=C(O)C(=O)Nc1cccc([N+](=O)[O-])c1. The product is O=C(Nc1cccc([N+](=O)[O-])c1)C(=O)N1CCC(Cc2ccc(F)cc2)CC1. Reaction SMILES: [CH2:30]([O:31][CH2:32][CH3:33])[CH3:34].[F:1][c:2]1[cH:3][cH:4][c:5]([CH2:6][CH:7]2[CH2:8][CH2:9][NH:10][CH2:11][CH2:12]2)[cH:13][cH:14]1.[N+:15](=[O:16])([O-:17])[c:18]1[cH:19][c:20]([NH:24][C:25]([C:26](=[O:27])[OH:28])=[O:29])[cH:21][cH:22][cH:23]1>>[F:1][c:2]1[cH:3][cH:4][c:5]([CH2:6][CH:7]2[CH2:8][CH2:9][N:10]([C:26]([C:25]([NH:24][c:20]3[cH:19][c:18]([N+:15](=[O:16])[O-:17])[cH:23][cH:22][cH:21]3)=[O:29])=[O:27])[CH2:11][CH2:12]2)[cH:13][cH:14]1. The reactants are O[C@@H](CC(=O)O)CCCCCCCCCCC ((R)-3-hydroxytetradecanoic acid), N1C=NC=C1 (imidazole), [Si](C)(C)(C(C)(C)C)Cl (t-butyldimethylsilyl chloride), ClCCl (dichloromethane), resultant mixture. The solvent is CO (Methanol). Reaction conditions: time 22 hour. Product: [Si](C)(C)(C(C)(C)C)O[C@@H](CC(=O)O)CCCCCCCCCCC ((R)-3-t-butyldimethylsilyloxytetradecanoic Acid). Yield: 79.2%. Reaction SMILES: [OH:1][C@H:2]([CH2:7][CH2:8][CH2:9][CH2:10][CH2:11][CH2:12][CH2:13][CH2:14][CH2:15][CH2:16][CH3:17])[CH2:3][C:4]([OH:6])=[O:5].N1C=CN=C1.[Si:23](Cl)([C:26]([CH3:29])([CH3:28])[CH3:27])([CH3:25])[CH3:24].ClCCl>CO>[Si:23]([O:1][C@H:2]([CH2:7][CH2:8][CH2:9][CH2:10][CH2:11][CH2:12][CH2:13][CH2:14][CH2:15][CH2:16][CH3:17])[CH2:3][C:4]([OH:6])=[O:5])([C:26]([CH3:29])([CH3:28])[CH3:27])([CH3:25])[CH3:24]. Reported procedure: A mixture of 2.44 g (R)-3-hydroxytetradecanoic acid (0.01 mole), 2.72 g imidazole (0.04 mole), 3.03 g t-butyldimethylsilyl chloride (0.02 mole), and 50 mL dichloromethane was stirred at room temperature for 22 hours. 5 mL Methanol was added and the resultant mixture was stirred at room temperature for 15 minutes after which it was concentrated to dryness on a rotary evaporator (ca. 100 mm Hg, 35° C.). The residue was chromatographed on a 1" column slurry packed with silica gel in chloroform. The...